From a dataset of the Open Reaction Database (ORD), a public repository of structured organic reaction records. describe an organic reaction: reactants, conditions, products, and yield As a reaction SMILES: [C:37](=[O:38])([O-:39])[O-:40].[CH3:1][O:2][C:3]([CH:4]([CH2:5][c:6]1[c:7]([CH2:13][CH3:14])[cH:8][c:9]([OH:12])[cH:10][cH:11]1)[O:15][CH2:16][CH3:17])=[O:18].[Cl:19][CH2:20][c:21]1[c:22]([CH3:36])[n:23][c:24](-[c:26]2[cH:27][cH:28][c:29]([C:32]([F:33])([F:34])[F:35])[cH:30][cH:31]2)[s:25]1.[Cs+:41].[Cs+:42].[I-:44].[K+:43]>>[CH3:1][O:2][C:3]([CH:4]([CH2:5][c:6]1[c:7]([CH2:13][CH3:14])[cH:8][c:9]([O:12][CH2:20][c:21]2[c:22]([CH3:36])[n:23][c:24](-[c:26]3[cH:27][cH:28][c:29]([C:32]([F:33])([F:34])[F:35])[cH:30][cH:31]3)[s:25]2)[cH:10][cH:11]1)[O:15][CH2:16][CH3:17])=[O:18]. Reactants: O=C([O-])[O-], CCOC(Cc1ccc(O)cc1CC)C(=O)OC, Cc1nc(-c2ccc(C(F)(F)F)cc2)sc1CCl, [Cs+], [Cs+], [I-], [K+]. Product: CCOC(Cc1ccc(OCc2sc(-c3ccc(C(F)(F)F)cc3)nc2C)cc1CC)C(=O)OC. Reactants: COCCN, CC(=O)NC1=C(Cl)C(=O)c2ccccc2C1=O, O, c1ccccc1. Yields the product COCCNC1=C(NC(C)=O)C(=O)c2ccccc2C1=O. As a reaction SMILES: [CH3:1][O:2][CH2:3][CH2:4][NH2:5].[Cl:6][C:7]1=[C:8]([NH:19][C:20]([CH3:21])=[O:22])[C:9](=[O:18])[c:10]2[cH:11][cH:12][cH:13][cH:14][c:15]2[C:16]1=[O:17].[OH2:23].[cH:24]1[cH:25][cH:26][cH:27][cH:28][cH:29]1>>[CH3:1][O:2][CH2:3][CH2:4][NH:5][C:7]1=[C:8]([NH:19][C:20]([CH3:21])=[O:22])[C:9](=[O:18])[c:10]2[cH:11][cH:12][cH:13][cH:14][c:15]2[C:16]1=[O:17].